From a dataset of the Open Reaction Database (ORD), a public repository of structured organic reaction records. describe an organic reaction: reactants, conditions, products, and yield The reactants are CCO, O=CO, CNc1nc(Cl)nc2ccccc12, NC(N)=S, [Na+], [OH-]. Yields the product CNc1nc(=S)[nH]c2ccccc12. RXN SMILES: [CH3:23][CH2:24][OH:25].[CH:18]([OH:19])=[O:20].[Cl:1][c:2]1[n:3][c:4]2[cH:5][cH:6][cH:7][cH:8][c:9]2[c:10]([NH:12][CH3:13])[n:11]1.[NH2:14][C:15]([NH2:16])=[S:17].[Na+:22].[OH-:21]>>[c:2]1(=[S:17])[nH:3][c:4]2[cH:5][cH:6][cH:7][cH:8][c:9]2[c:10]([NH:12][CH3:13])[n:11]1. Reactants: free base, NC1=CC=C(C(=O)N2CCC(/C(/C3=C2C=CC=C3)=C/CCN(C)C)(F)F)C=C1 ((E)-1-(4-aminobenzoyl)-5-(3-dimethylaminopropylidene)-4,4-difluoro-2,3,4,5-tetrahydro-1H-1-benzazepine), C(C)OC(C)=O.Cl (hydrochloric acid ethyl acetate), C1(=CC=CC=C1)C1=C(C(=O)O)C=CC=C1 (o-phenylbenzoic acid), free base. Run in C(Cl)(Cl)Cl (chloroform). Product: Cl.FC/1(CCN(C2=C(\C1=C/CCN(C)C)C=CC=C2)C(=O)C2=CC=C(NC(C1=C(C=CC=C1)C1=CC=CC=C1)=O)C=C2)F ((E)-4'-[[4,4-difluoro-5-(3-dimethylaminopropylidene)-2,3,4,5-tetrahydro-1H-1-benzazepin-1-yl]carbonyl]-2-phenylbenzanilide hydrochloride). Reaction SMILES: [NH2:1][C:2]1[CH:28]=[CH:27][C:5]([C:6]([N:8]2[C:14]3[CH:15]=[CH:16][CH:17]=[CH:18][C:13]=3/[C:12](=[CH:19]\[CH2:20][CH2:21][N:22]([CH3:24])[CH3:23])/[C:11]([F:26])([F:25])[CH2:10][CH2:9]2)=[O:7])=[CH:4][CH:3]=1.[C:29]1([C:35]2[CH:43]=[CH:42][CH:41]=[CH:40][C:36]=2[C:37](O)=[O:38])[CH:34]=[CH:33][CH:32]=[CH:31][CH:30]=1.C(OC(=O)C)C.[ClH:50]>C(Cl)(Cl)Cl>[ClH:50].[F:25][C:11]1([F:26])[CH2:10][CH2:9][N:8]([C:6]([C:5]2[CH:4]=[CH:3][C:2]([NH:1][C:37](=[O:38])[C:36]3[CH:40]=[CH:41][CH:42]=[CH:43][C:35]=3[C:29]3[CH:30]=[CH:31][CH:32]=[CH:33][CH:34]=3)=[CH:28][CH:27]=2)=[O:7])[C:14]2[CH:15]=[CH:16][CH:17]=[CH:18][C:13]=2/[C:12]/1=[CH:19]\[CH2:20][CH2:21][N:22]([CH3:24])[CH3:23] |f:2.3,5.6|. Reported procedure: Using 690 mg of (E)-1-(4-aminobenzoyl)-5-(3-dimethylaminopropylidene)-4,4-difluoro-2,3,4,5-tetrahydro-1H-1-benzazepine and 430 mg of o-phenylbenzoic acid, 520 mg of free base was synthesized in the same manner as described in Reference Example 8. Next, 340 mg of the free base was dissolved in chloroform, the resulting solution was mixed with 4N hydrochloric acid ethyl acetate solution, and the solvent was evaporated. Then, the resulting residue was mixed with hexane to obtain 111 mg of (E)-4'-[[...